From a dataset of the Open Reaction Database (ORD), a public repository of structured organic reaction records. describe an organic reaction: reactants, conditions, products, and yield Starting materials: [Br-], CS(C)=O, CCCC[N+](CCCC)(CCCC)CCCC, CC#N, CC(=O)CC(=O)C(C)(C)C, C[Si](C)(C)Cl, O. The product is CC(=O)C(Cl)C(=O)C(C)(C)C. RXN SMILES: [Br-:20].[CH3:16][S:17]([CH3:18])=[O:19].[CH3:21][CH2:22][CH2:23][CH2:24][N+:25]([CH2:26][CH2:27][CH2:28][CH3:29])([CH2:30][CH2:31][CH2:32][CH3:33])[CH2:34][CH2:35][CH2:36][CH3:37].[CH3:38][C:39]#[N:40].[CH3:6][C:7]([C:8]([CH2:9][C:10]([CH3:11])=[O:12])=[O:13])([CH3:14])[CH3:15].[Cl:1][Si:2]([CH3:3])([CH3:4])[CH3:5].[OH2:41]>>[Cl:1][CH:9]([C:8]([C:7]([CH3:6])([CH3:14])[CH3:15])=[O:13])[C:10]([CH3:11])=[O:12]. The reactants are Cl.NCC(=O)C1=CC=C(OC(C(=O)OCC)C)C=C1 (ethyl 2-[4-(aminoacetyl)phenoxy]-propionate hydrochloride), Cl (hydrogen chloride). Solvent: CO (methanol), CCOCC (ether). Product: Cl.NCC(=O)C1=CC=C(OC(C(=O)OC)C)C=C1 (methyl 2-[4-(aminoacetyl)phenoxy]propionate hydrochloride). RXN SMILES: [ClH:1].[NH2:2][CH2:3][C:4]([C:6]1[CH:19]=[CH:18][C:9]([O:10][CH:11]([CH3:17])[C:12]([O:14][CH2:15]C)=[O:13])=[CH:8][CH:7]=1)=[O:5].Cl>CO.CCOCC>[ClH:1].[NH2:2][CH2:3][C:4]([C:6]1[CH:7]=[CH:8][C:9]([O:10][CH:11]([CH3:17])[C:12]([O:14][CH3:15])=[O:13])=[CH:18][CH:19]=1)=[O:5] |f:0.1,5.6|. Procedure details: A solution of ethyl 2-[4-(aminoacetyl)phenoxy]-propionate hydrochloride (2.0g.) in a mixture of methanol (150ml.) and a saturated solution of hydrogen chloride in ether (1ml.) was stirred and heated under reflux for 48 hours. The reaction mixture was then evaporated in vacuo and the residue was triturated with ether (50ml.) (dried over sodium wire) to give methyl 2-[4-(aminoacetyl)phenoxy]propionate hydrochloride which was isolated as a hygroscopic solid (1.3g.) having a satisfactory analysis; f... Starting materials: BrC1=CC=C(C=C1)CC(=O)NC1=NNC(=C1)C1CC1 (2-(4-bromophenyl)-N-(5-cyclopropyl-1H-pyrazol-3-yl)acetamide), tetrakis triphenylphosphine palladium, [F-].[Cs+] (CsF), S1C(=CC=C1)B(O)O (thienylboronic acid). Run in CO (MeOH), COCCOC (DME). Run at temperature 80 celsius, time 48 hour. The product is C1(CC1)C1=CC(=NN1)NC(CC1=CC=C(C=C1)C1=CSC=C1)=O (N-(5-cyclopropyl-1H-pyrazol-3-yl)-2-[4-(3-thienyl)phenyl]acetamide), CC(=O)C (acetone). The yield is 533.2%. As a reaction SMILES: [F-].[Cs+].[S:3]1[CH:7]=[CH:6][CH:5]=[C:4]1B(O)O.Br[C:12]1[CH:17]=[CH:16][C:15]([CH2:18][C:19]([NH:21][C:22]2[CH:26]=[C:25]([CH:27]3[CH2:29][CH2:28]3)[NH:24][N:23]=2)=[O:20])=[CH:14][CH:13]=1>COCCOC.CO>[CH:27]1([C:25]2[NH:24][N:23]=[C:22]([NH:21][C:19](=[O:20])[CH2:18][C:15]3[CH:16]=[CH:17][C:12]([C:5]4[CH:6]=[CH:7][S:3][CH:4]=4)=[CH:13][CH:14]=3)[CH:26]=2)[CH2:29][CH2:28]1.[CH3:4][C:5]([CH3:6])=[O:20] |f:0.1|. Procedure: 330 mg (2.17 mmol) of CsF, 81 mg (0.63 mmol) of thienylboronic acid and 36 mg (0.031 mmol) of tetrakis triphenylphosphine palladium (Pd(PPh3)4 were added to 100 mg (0.31 mmol) of 2-(4-bromophenyl)-N-(5-cyclopropyl-1H-pyrazol-3-yl)acetamide) in 25 mL of DME and 2 mL of MeOH. The mixture was shaken 48 hrs at 80° C. under nitrogen. The reaction mixture is evaporated, redissolved in ethyl acetate and then washed with a saturated solution of NaHCO3. The organic layer was, after treatment with anhydro... The reactants are BrC1=C(C=C(C=C1)O)C(C)(C)C (4-bromo-3-tert-butylphenol), C(=S)(Cl)Cl (thiophosgene), 1-N, [OH-].[Na+] (sodium hydroxide). Run in C(Cl)(Cl)Cl (chloroform). The product is ClC(=S)OC1=CC(=C(C=C1)Br)C(C)(C)C (O-4-bromo-3-tert-butylphenyl chlorothioformate). Isolated yield 66.7%. RXN SMILES: [Br:1][C:2]1[CH:7]=[CH:6][C:5]([OH:8])=[CH:4][C:3]=1[C:9]([CH3:12])([CH3:11])[CH3:10].[C:13](Cl)([Cl:15])=[S:14].[OH-].[Na+]>C(Cl)(Cl)Cl>[Cl:15][C:13]([O:8][C:5]1[CH:6]=[CH:7][C:2]([Br:1])=[C:3]([C:9]([CH3:12])([CH3:11])[CH3:10])[CH:4]=1)=[S:14] |f:2.3|. Procedure: To 50 ml of chloroform were dissolved 11.5 g of 4-bromo-3-tert-butylphenol and 6.5 g of thiophosgene, and 60 ml of 1-N sodium hydroxide aqueous solution were added dropwise thereto with stirring at room temperature. After completion of this dropwise addition, the mixture was subjected to stirring over a period of 3 hours at room temperature. From the reaction mixture was separated chloroform layer, which was thereafter dried over anhydrous calcium chloride and then chloroform was distilled off t... Starting materials: CC(=O)O, CCOC(=O)C(=NOC(C)C)C(C)=O, O=S(=O)(Cl)Cl. Product: CCOC(=O)C(=NOC(C)C)C(=O)CCl. Reaction SMILES: [CH3:20][C:21](=[O:22])[OH:23].[CH:1]([CH3:2])([CH3:3])[O:4][N:5]=[C:6]([C:7](=[O:8])[O:9][CH2:10][CH3:11])[C:12]([CH3:13])=[O:14].[S:15]([Cl:16])(=[O:17])([Cl:18])=[O:19]>>[CH:1]([CH3:2])([CH3:3])[O:4][N:5]=[C:6]([C:7](=[O:8])[O:9][CH2:10][CH3:11])[C:12]([CH2:13][Cl:18])=[O:14].